describe an organic reaction: reactants, conditions, products, and yield From a dataset of the Open Reaction Database (ORD), a public repository of structured organic reaction records. Starting materials: COC(=O)Cc1ccc2c(c1)OCO2, ClCCCl, COc1cc(C(=O)O)ccc1[N+](=O)[O-], O=P12OP3(=O)OP(=O)(O1)OP(=O)(O2)O3. The product is COC(=O)Cc1cc2c(cc1C(=O)c1ccc([N+](=O)[O-])c(OC)c1)OCO2. RXN SMILES: [CH2:1]1[O:2][c:3]2[cH:4][c:5]([CH2:10][C:11](=[O:12])[O:13][CH3:14])[cH:6][cH:7][c:8]2[O:9]1.[CH2:43]([Cl:44])[CH2:45][Cl:46].[CH3:15][O:16][c:17]1[cH:18][c:19]([C:20](=[O:21])[OH:22])[cH:23][cH:24][c:25]1[N+:26](=[O:27])[O-:28].[O:29]=[P:30]12[O:31][P:32]3(=[O:42])[O:33][P:34](=[O:40])([O:35][P:36](=[O:39])([O:37]3)[O:38]1)[O:41]2>>[CH2:1]1[O:2][c:3]2[cH:4][c:5]([CH2:10][C:11](=[O:12])[O:13][CH3:14])[c:6]([C:20]([c:19]3[cH:18][c:17]([O:16][CH3:15])[c:25]([N+:26](=[O:27])[O-:28])[cH:24][cH:23]3)=[O:21])[cH:7][c:8]2[O:9]1. Starting materials: CCOC(=O)C1=Cc2ccc(-c3ccc(C(=O)N4CCCC4)cc3)cc2N=C(NC(=O)OC(C)(C)C)C1, ClCCl, [Li+], [OH-], O, O=P(O)(O)O. The product is CC(C)(C)OC(=O)NC1=Nc2cc(-c3ccc(C(=O)N4CCCC4)cc3)ccc2C=C(C(=O)O)C1. Reaction SMILES: [C:1]([CH3:2])([CH3:3])([CH3:4])[O:5][C:6](=[O:7])[NH:8][C:9]1=[N:15][c:14]2[c:13]([cH:19][cH:18][c:17](-[c:20]3[cH:21][cH:22][c:23]([C:26](=[O:27])[N:28]4[CH2:29][CH2:30][CH2:31][CH2:32]4)[cH:24][cH:25]3)[cH:16]2)[CH:12]=[C:11]([C:33](=[O:34])[O:35][CH2:36][CH3:37])[CH2:10]1.[Cl:45][CH2:46][Cl:47].[Li+:39].[OH-:38].[OH2:48].[P:40](=[O:41])([OH:42])([OH:43])[OH:44]>>[C:1]([CH3:2])([CH3:3])([CH3:4])[O:5][C:6](=[O:7])[NH:8][C:9]1=[N:15][c:14]2[c:13]([cH:19][cH:18][c:17](-[c:20]3[cH:21][cH:22][c:23]([C:26](=[O:27])[N:28]4[CH2:29][CH2:30][CH2:31][CH2:32]4)[cH:24][cH:25]3)[cH:16]2)[CH:12]=[C:11]([C:33](=[O:34])[OH:35])[CH2:10]1. Starting materials: CCO, Cl, NC(CO)CSc1ccccc1F, C1COCCO1. Yields the product NC1COc2ccccc2SC1. As a reaction SMILES: [CH3:21][CH2:22][OH:23].[ClH:20].[NH2:1][CH:2]([CH2:3][OH:4])[CH2:5][S:6][c:7]1[c:8]([F:13])[cH:9][cH:10][cH:11][cH:12]1.[O:14]1[CH2:15][CH2:16][O:17][CH2:18][CH2:19]1>>[NH2:1][CH:2]1[CH2:3][O:4][c:8]2[c:7]([cH:12][cH:11][cH:10][cH:9]2)[S:6][CH2:5]1. Starting materials: C(C)(C)NC(C)C (diisopropylamine), C(CCC)[Li] (n-butyllithium), FC(SCl)(F)F (trifluoromethylsulfenyl chloride), CN(C=C(C(C)=O)C1=CC(=CC=C1)C(F)(F)F)C (1-dimethylamino-2-(3-trifluoromethylphenyl)-1-butene-3-one). Solvent: O1CCCC1 (tetrahydrofuran), CCCCCC (hexane), O1CCCC1 (tetrahydrofuran), O1CCCC1 (tetrahydrofuran). Reaction conditions: time 5 minute. The product is CN(C=C(C(CSC(F)(F)F)=O)C1=CC(=CC=C1)C(F)(F)F)C (1-Dimethylamino-2-(3-trifluoromethylphenyl)-4-trifluoromethylthio-1-butene-3-one). Reaction SMILES: C(NC(C)C)(C)C.C([Li])CCC.[CH3:13][N:14]([CH3:30])[CH:15]=[C:16]([C:20]1[CH:25]=[CH:24][CH:23]=[C:22]([C:26]([F:29])([F:28])[F:27])[CH:21]=1)[C:17](=[O:19])[CH3:18].[F:31][C:32]([F:36])([F:35])[S:33]Cl>CCCCCC.O1CCCC1>[CH3:30][N:14]([CH3:13])[CH:15]=[C:16]([C:20]1[CH:25]=[CH:24][CH:23]=[C:22]([C:26]([F:28])([F:27])[F:29])[CH:21]=1)[C:17](=[O:19])[CH2:18][S:33][C:32]([F:36])([F:35])[F:31]. Reported procedure: Two hundred ml. of dry tetrahydrofuran was combined with 8.1 g. of diisopropylamine, and the mixture was chilled to -70° under a nitrogen stream. A 36 ml. portion of 2.2-molar n-butyllithium in hexane was added, and the mixture was stirred for 5 minutes. Then a suspension of 18.8 g. of 1-dimethylamino-2-(3-trifluoromethylphenyl)-1-butene-3-one in 100 ml. of tetrahydrofuran was added at a rate such that the temperature of the mixture remained below -60°. The mixture was then stirred for 30 minute... Reactants: CN1CCC(CC(=O)O)(C(=O)O)CC1, CNN, CN(C)C=O, C(=NC1CCCCC1)=NC1CCCCC1, Cl. Product: CNN1C(=O)CC2(CCN(C)CC2)C1=O, Cl. RXN SMILES: [CH3:2][N:3]1[CH2:4][CH2:5][C:6]([C:9](=[O:10])[OH:14])([CH2:12][C:13](=[O:11])[OH:15])[CH2:7][CH2:8]1.[CH3:31][NH:32][NH2:33].[CH3:34][N:35]([CH3:36])[CH:37]=[O:38].[CH:16]1([N:17]=[C:18]=[N:19][CH:20]2[CH2:21][CH2:22][CH2:23][CH2:24][CH2:25]2)[CH2:26][CH2:27][CH2:28][CH2:29][CH2:30]1.[ClH:1]>>[CH3:2][N:3]1[CH2:4][CH2:5][C:6]2([CH2:7][CH2:8]1)[C:9](=[O:10])[N:33]([NH:32][CH3:31])[C:13](=[O:15])[CH2:12]2.[ClH:1]. Starting materials: C[Sn](C)(C)C (Tetramethyltin), C(C=C)N(CCC)C1COC2=CC=CC(=C2C1)OS(=O)(=O)C(F)(F)F (3 -(N-Allyl-N-n-propylamino)-5 -trifluoromethane sulfonyloxychroman), [Li+].[Cl-] (LiCl), C(C)(C)(C)C1=C(C(=CC(=C1)C)C(C)(C)C)O (2.6-di- t-butyl- 4-methylphenol). The reagents and catalysts are Cl[Pd]Cl (PdCl2). Run in C1CCOC1.CCCCCC (THF n-hexane), CN(C)C=O (DMF). Reaction conditions: temperature 120 celsius, time 4 hour. Yields the product C(C)(=O)C1=C2CC(COC2=CC=C1)N(CCC)CC=C (5-acetyl-3-(N-allyl-N-n-propylamino)chroman). The yield is 38.6%. Reaction SMILES: [CH2:1]([N:4]([CH:8]1[CH2:17][C:16]2[C:11](=[CH:12][CH:13]=[CH:14][C:15]=2OS(C(F)(F)F)(=O)=O)[O:10][CH2:9]1)[CH2:5][CH2:6][CH3:7])[CH:2]=[CH2:3].[Li+].[Cl-].C([C:32]1C=C(C)C=C(C(C)(C)C)[C:33]=1[OH:43])(C)(C)C.C[Sn](C)(C)C>CN(C=O)C.C1COCC1.CCCCCC.Cl[Pd]Cl>[C:33]([C:15]1[CH:14]=[CH:13][CH:12]=[C:11]2[C:16]=1[CH2:17][CH:8]([N:4]([CH2:1][CH:2]=[CH2:3])[CH2:5][CH2:6][CH3:7])[CH2:9][O:10]2)(=[O:43])[CH3:32] |f:1.2,6.7|. Reported procedure: 3 -(N-Allyl-N-n-propylamino)-5 -trifluoromethane sulfonyloxychroman (0.28 g, 0.74 mmol), LiCl (0.097 g, 2.3 mmol), PdCl2 (dppf) (0.031 g, 0.04 retool) and 2.6-di- t-butyl- 4-methylphenol (0,005 g) were dissolved in DMF (5.0 mL) in a three-necked round-bottom flask (50 mL) with a magnetic stirrer. The flask was evacuated, followed by inlet of CO (three times). Tetramethyltin (0.12 mL, 0.89 mmol) was added and then the mixture was stirred under an atmosphere of CO (1 arm) at 120° C. (oilbath temp)...